From a dataset of the Open Reaction Database (ORD), a public repository of structured organic reaction records. describe an organic reaction: reactants, conditions, products, and yield RXN SMILES: [C:1]1([C@@H:7]([NH:9][C:10]2[N:15]=[C:14]([N:16]3[C:20]4[CH:21]=[CH:22][C:23]([Sn](C)(C)C)=[CH:24][C:19]=4[N:18]=[CH:17]3)[CH:13]=[CH:12][N:11]=2)[CH3:8])[CH:6]=[CH:5][CH:4]=[CH:3][CH:2]=1.[NH2:29][C:30]1[C:31]([Cl:37])=[N:32][CH:33]=[N:34][C:35]=1Cl>>[C:1]1([C@@H:7]([NH:9][C:10]2[N:15]=[C:14]([N:16]3[C:20]4[CH:21]=[CH:22][C:23]([C:35]5[C:30]([NH2:29])=[C:31]([Cl:37])[N:32]=[CH:33][N:34]=5)=[CH:24][C:19]=4[N:18]=[CH:17]3)[CH:13]=[CH:12][N:11]=2)[CH3:8])[CH:6]=[CH:5][CH:4]=[CH:3][CH:2]=1. Product: C1(=CC=CC=C1)[C@H](C)NC1=NC=CC(=N1)N1C=NC2=C1C=CC(=C2)C2=NC=NC(=C2N)Cl (2[(S)-1-Phenylethylamino]-4-[5-(5-amino-6-chloropyrimidin-4-yl)benzimidazol-1-yl]pyrimidine). Reactants: C1(=CC=CC=C1)[C@H](C)NC1=NC=CC(=N1)N1C=NC2=C1C=CC(=C2)[Sn](C)(C)C (2-[(S)-1-Phenylethylamino]-4-[5-trimethylstannylbenzimidazol-1-yl]pyrimidine), NC=1C(=NC=NC1Cl)Cl (5-amino-4,6-dichloropyrimidine). Reported procedure: The title compound was prepared according to the procedure described in EXAMPLE 424, starting from 2-[(S)-1-Phenylethylamino]-4-[5-trimethylstannylbenzimidazol-1-yl]pyrimidine and 5-amino-4,6-dichloropyrimidine. Mass spectrum (ESI) 443.4 (M+). Starting materials: C(C(C)C)C1=CC=C(C=C1)CC(=O)O (p-isobutylphenylacetic acid), S(O)(O)(=O)=O (sulfuric acid), FC(CO)(F)F (2,2,2-trifluoroethanol), C([O-])([O-])=O.[Na+].[Na+] (sodium carbonate), ice water. The product is FC(COC(CC1=CC=C(C=C1)CC(C)C)=O)(F)F (p-isobutylphenylacetic acid-2,2,2-trifluoroethyl ester). Reaction SMILES: [CH2:1]([C:5]1[CH:10]=[CH:9][C:8]([CH2:11][C:12]([OH:14])=[O:13])=[CH:7][CH:6]=1)[CH:2]([CH3:4])[CH3:3].S(=O)(=O)(O)O.C(=O)([O-])[O-].[Na+].[Na+].[F:26][C:27]([F:31])([F:30])[CH2:28]O>>[F:26][C:27]([F:31])([F:30])[CH2:28][O:13][C:12](=[O:14])[CH2:11][C:8]1[CH:7]=[CH:6][C:5]([CH2:1][CH:2]([CH3:4])[CH3:3])=[CH:10][CH:9]=1 |f:2.3.4|. Procedure details: A mixture of 1.9 g of p-isobutylphenylacetic acid, 10 ml of 2,2,2-trifluoroethanol and 1 ml of concentrated sulfuric acid was refluxed for 5 hours. After the reaction was complete, the mixture was poured into ice-water. The resulting mixture was neutralized with adding 5% sodium carbonate solution, and then extracted with ether. The ether layer separated was dehydrated and concentrated to leave an oily residue. The residue was distilled in vacuo to yield 2.3 g of p-isobutylphenylacetic acid-2,2,... Reactants: BrC=1C=C(C=C(C1OCCOC)OC)C(O)C1=CC=CC=C1 (1-(3-bromo-4-(2-methoxyethoxy)-5-methoxyphenyl)-1-phenylmethanol), C(C)[SiH](CC)CC (triethylsilane), B(F)(F)F.CCOCC (borontrifluoride etherate). The solvent is C(Cl)Cl (methylene chloride). Run at time 2 hour. The product is BrC=1C=C(C=C(C1OCCOC)OC)CC1=CC=CC=C1 (1-(3-bromo-4-(2-methoxyethoxy)-5-methoxyphenyl)-1-phenylmethane). Isolated yield 77.0%. As a reaction SMILES: [Br:1][C:2]1[CH:3]=[C:4]([CH:15]([C:17]2[CH:22]=[CH:21][CH:20]=[CH:19][CH:18]=2)O)[CH:5]=[C:6]([O:13][CH3:14])[C:7]=1[O:8][CH2:9][CH2:10][O:11][CH3:12].C([SiH](CC)CC)C.B(F)(F)F.CCOCC>C(Cl)Cl>[Br:1][C:2]1[CH:3]=[C:4]([CH2:15][C:17]2[CH:18]=[CH:19][CH:20]=[CH:21][CH:22]=2)[CH:5]=[C:6]([O:13][CH3:14])[C:7]=1[O:8][CH2:9][CH2:10][O:11][CH3:12] |f:2.3|. Procedure: To a 500 mL round bottomed flask with a stirring bar and a nitrogen inlet was added of 1-(3-bromo-4-(2-methoxyethoxy)-5-methoxyphenyl)-1-phenylmethanol (12.83 g, 34.94 mmol), dry methylene chloride (200 mL) and triethylsilane (13.87 mL, 87.34 mmol). This solution was cooled in an ice bath and borontrifluoride etherate (4.43 mL, 34.94 mmol) was added with a syringe over 5 min. The mixture was aged 2 h at 0° C. The reaction was quenched with saturated aqueous sodium bicarbonate solution and the mi... Reactants: CC(=O)O, CCO, COc1cc([N+](=O)[O-])ccc1Oc1ncccn1, [Fe], O. The product is COc1cc(N)ccc1Oc1ncccn1. RXN SMILES: [CH3:1][C:2](=[O:3])[OH:4].[CH3:24][CH2:25][OH:26].[CH3:5][O:6][c:7]1[c:8]([O:9][c:10]2[n:11][cH:12][cH:13][cH:14][n:15]2)[cH:16][cH:17][c:18]([N+:20]([O-:21])=[O:22])[cH:19]1.[Fe:27].[OH2:23]>>[CH3:5][O:6][c:7]1[c:8]([O:9][c:10]2[n:11][cH:12][cH:13][cH:14][n:15]2)[cH:16][cH:17][c:18]([NH2:20])[cH:19]1. Product: CS(=O)(=O)n1nc(N2C(=O)c3ccccc3C2=O)c2cc(C(F)(F)F)ccc21. As a reaction SMILES: [CH3:25][S:26]([Cl:27])(=[O:28])=[O:29].[Cl:30][CH2:31][Cl:32].[F:1][C:2]([c:3]1[cH:4][c:5]2[c:6]([N:12]3[C:13](=[O:22])[c:14]4[cH:15][cH:16][cH:17][cH:18][c:19]4[C:20]3=[O:21])[n:7][nH:8][c:9]2[cH:10][cH:11]1)([F:23])[F:24]>>[F:1][C:2]([c:3]1[cH:4][c:5]2[c:6]([N:12]3[C:13](=[O:22])[c:14]4[cH:15][cH:16][cH:17][cH:18][c:19]4[C:20]3=[O:21])[n:7][n:8]([S:26]([CH3:25])(=[O:28])=[O:29])[c:9]2[cH:10][cH:11]1)([F:23])[F:24]. Starting materials: CS(=O)(=O)Cl, ClCCl, O=C1c2ccccc2C(=O)N1c1n[nH]c2ccc(C(F)(F)F)cc12.